From a dataset of the Open Reaction Database (ORD), a public repository of structured organic reaction records. describe an organic reaction: reactants, conditions, products, and yield Starting materials: Br, CC(=O)O, COc1ccc2ncc(C(=O)O)cc2c1. Yields the product O=C(O)c1cnc2ccc(O)cc2c1. As a reaction SMILES: [BrH:16].[CH3:17][C:18](=[O:19])[OH:20].[CH3:1][O:2][c:3]1[cH:4][c:5]2[cH:6][c:7]([C:13](=[O:14])[OH:15])[cH:8][n:9][c:10]2[cH:11][cH:12]1>>[OH:2][c:3]1[cH:4][c:5]2[cH:6][c:7]([C:13](=[O:14])[OH:15])[cH:8][n:9][c:10]2[cH:11][cH:12]1. Starting materials: CC(=O)Cl, CN(C)c1ccncc1, CC#N, Nc1ncc([N+](=O)[O-])cn1, c1ccncc1. Yields the product CC(=O)Nc1ncc([N+](=O)[O-])cn1. As a reaction SMILES: [CH3:17][C:18]([Cl:19])=[O:20].[CH3:21][N:22]([CH3:23])[c:24]1[cH:25][cH:26][n:27][cH:28][cH:29]1.[CH3:30][C:31]#[N:32].[NH2:1][c:2]1[n:3][cH:4][c:5]([N+:8](=[O:9])[O-:10])[cH:6][n:7]1.[cH:11]1[cH:12][cH:13][n:14][cH:15][cH:16]1>>[NH:1]([c:2]1[n:3][cH:4][c:5]([N+:8](=[O:9])[O-:10])[cH:6][n:7]1)[C:18]([CH3:17])=[O:20]. The product is BrC1=CC2=C(N(C1=O)CC(CO)O)N(N=C2)C2=C(C=C(C=C2)F)F (5-Bromo-1-(2,4-difluorophenyl)-7-(2,3-dihydroxypropyl)-1H-pyrazolo[3,4-b]pyridin-6(7H)-one). Reported procedure: A solution of 7-allyl-5-bromo-1-(2,4-difluorophenyl)-1H-pyrazolo[3,4-b]pyridin-6(7H)-one (265 mg, 0.724 mmol) in tert-BuOH (5 mL) and water (5 mL) at RT was treated with 4-methylmorpholine N-oxide (127 mg, 1.09 mmol) and potassium osmate dihydrate (10 mg, 0.027 mmol). The resulting mixture was allowed to stir for 16 h at RT, then diluted with an aqueous solution of sodium sulfite (10 mL) and extracted with EtOAc (3×25 mL). The organic extracts were dried over MgSO4, filtered and concentrated. Th... Reaction conditions: time 16 hour. The reactants are C(C=C)N1C2=C(C=C(C1=O)Br)C=NN2C2=C(C=C(C=C2)F)F (7-allyl-5-bromo-1-(2,4-difluorophenyl)-1H-pyrazolo[3,4-b]pyridin-6(7H)-one), C[N+]1(CCOCC1)[O-] (4-methylmorpholine N-oxide), potassium osmate dihydrate, C(C)(C)(C)O (tert-BuOH). The solvent is O (water), S(=O)([O-])[O-].[Na+].[Na+] (sodium sulfite). Reaction SMILES: C([N:4]1[C:9](=[O:10])[C:8]([Br:11])=[CH:7][C:6]2[CH:12]=[N:13][N:14]([C:15]3[CH:20]=[CH:19][C:18]([F:21])=[CH:17][C:16]=3[F:22])[C:5]1=2)C=C.C[N+]1([O-])CC[O:27]CC1.[C:31]([OH:35])(C)([CH3:33])[CH3:32]>O.S([O-])([O-])=O.[Na+].[Na+]>[Br:11][C:8]1[C:9](=[O:10])[N:4]([CH2:32][CH:31]([OH:35])[CH2:33][OH:27])[C:5]2[N:14]([C:15]3[CH:20]=[CH:19][C:18]([F:21])=[CH:17][C:16]=3[F:22])[N:13]=[CH:12][C:6]=2[CH:7]=1 |f:4.5.6|. Starting materials: C1(=CC=C(C=C1)COC1=CC=C(C=C1)CC(=O)OC)C1=CC=CC=C1 (methyl 4-(4-biphenylylmethoxy)phenylacetate), CN(CCN)C (N,N-dimethylethylenediamine), N1C=NC=C1 (imidazole). Solvent: CO (methanol), CO (Methanol). Yields the product C1(=CC=C(C=C1)COC1=CC=C(C=C1)CC(=O)NCCN(C)C)C1=CC=CC=C1 (4-(4-Biphenylylmethoxy)phenyl-N-[2-(N,N-dimethylamino)ethyl]acetamide). The yield is 88.1%. Reaction SMILES: [C:1]1([C:20]2[CH:25]=[CH:24][CH:23]=[CH:22][CH:21]=2)[CH:6]=[CH:5][C:4]([CH2:7][O:8][C:9]2[CH:14]=[CH:13][C:12]([CH2:15][C:16](OC)=[O:17])=[CH:11][CH:10]=2)=[CH:3][CH:2]=1.[CH3:26][N:27]([CH3:31])[CH2:28][CH2:29][NH2:30].N1C=CN=C1>CO>[C:1]1([C:20]2[CH:21]=[CH:22][CH:23]=[CH:24][CH:25]=2)[CH:6]=[CH:5][C:4]([CH2:7][O:8][C:9]2[CH:14]=[CH:13][C:12]([CH2:15][C:16]([NH:30][CH2:29][CH2:28][N:27]([CH3:31])[CH3:26])=[O:17])=[CH:11][CH:10]=2)=[CH:3][CH:2]=1. Procedure: A suspension of methyl 4-(4-biphenylylmethoxy)phenylacetate (1.00 g), N,N-dimethylethylenediamine (0.80 g), and imidazole (205 mg) in methanol (2.0 ml) was heated under reflux under nitrogen for 30 min and cooled until the temperature of the reaction mixture reached to 60±2° C. Methanol (4.0 ml) was added to the reaction mixture, which was heated under reflux for additional one hr and cooled to room temperature. The precipitate was collected by filtration and washed with methanol (2.0 ml) to obt...